From a dataset of the Open Reaction Database (ORD), a public repository of structured organic reaction records. describe an organic reaction: reactants, conditions, products, and yield Reactants: 78.7, BrCC(=O)C1=C(C=C(C=C1)F)Cl (2-bromo-1-(2-chloro-4-fluorophenyl)ethanone), O(CC)CC (1,1'-oxybisethane), N1C=NC=C1 (1H-imidazole), CN(C=O)C (N,N-dimethylformamide). Solvent: O (water). Reaction conditions: temperature 50 celsius, time 2 hour. Yields the product Cl.ClC1=C(C=CC(=C1)F)C(CN1C=NC=C1)=O (1-(2-chloro-4-fluorophenyl)-2-(1H-imidazol-1-yl)ethanone hydrochloride). Reaction SMILES: Br[CH2:2][C:3]([C:5]1[CH:10]=[CH:9][C:8]([F:11])=[CH:7][C:6]=1[Cl:12])=[O:4].O(CC)CC.[NH:18]1[CH:22]=[CH:21][N:20]=[CH:19]1.CN(C)C=O>O>[ClH:12].[Cl:12][C:6]1[CH:7]=[C:8]([F:11])[CH:9]=[CH:10][C:5]=1[C:3](=[O:4])[CH2:2][N:18]1[CH:22]=[CH:21][N:20]=[CH:19]1 |f:5.6|. Reported procedure: To a stirred solution of 78.7 parts of 2-bromo-1-(2-chloro-4-fluorophenyl)ethanone in 140 parts of 1,1'-oxybisethane are added carefully 106.4 parts of 1H-imidazole. Upon completion, there are added 180 parts of N,N-dimethylformamide and the whole is stirred for 2 hours at 50° C. After the addition of water, the product is extracted twice with trichloromethane. The combined extracts are washed three times with water, dried, filtered and evaporated. The residue is converted into the hydrochloride... The reactants are C(C)(C)(C)[Li] (tert-Butyllithium), BrC1=CC=C(C=C1)/C=C/CO[Si](C)(C)C(C)(C)C ((E)-[3-(4-bromo-phenyl)-allyloxy]-tert-butyldimethylsilane), 2h, BrC1=CC(=CC(=C1)C(C)(C)C)C(C)(C)C (1-bromo-3,5-di-tert-butylbenzene), [F-].C(CCC)[N+](CCCC)(CCCC)CCCC (tetra-n-butyl ammonium fluoride), boronate ester, COB(OC)OC (Trimethylborate), C([O-])([O-])=O.[Na+].[Na+] (sodium carbonate). Reagents/catalysts: C=1C=CC(=CC1)[P](C=2C=CC=CC2)(C=3C=CC=CC3)[Pd]([P](C=4C=CC=CC4)(C=5C=CC=CC5)C=6C=CC=CC6)([P](C=7C=CC=CC7)(C=8C=CC=CC8)C=9C=CC=CC9)[P](C=1C=CC=CC1)(C=1C=CC=CC1)C=1C=CC=CC1 (Tetrakis(triphenylphosphine)palladium(0)). Solvent: C1CCOC1 (THF), Cl (HCl), COCCOC (DME), Cl (HCl), COCCOC (DME). Reaction conditions: temperature 80 celsius, time 45 minute. Yields the product C(C)(C)(C)C=1C=C(C=C(C1)C(C)(C)C)C1=CC=C(C=C1)/C=C/CO ((E)-3-(3′,5′-di-tert-butyl-biphenyl-4-yl)-prop-2-en-1-ol). Isolated yield 19.7%. Reaction SMILES: C([Li])(C)(C)C.Br[C:7]1[CH:12]=[CH:11][C:10](/[CH:13]=[CH:14]/[CH2:15][O:16][Si](C(C)(C)C)(C)C)=[CH:9][CH:8]=1.COB(OC)OC.Br[C:32]1[CH:37]=[C:36]([C:38]([CH3:41])([CH3:40])[CH3:39])[CH:35]=[C:34]([C:42]([CH3:45])([CH3:44])[CH3:43])[CH:33]=1.C(=O)([O-])[O-].[Na+].[Na+].[F-].C([N+](CCCC)(CCCC)CCCC)CCC>COCCOC.Cl.C1C=CC([P]([Pd]([P](C2C=CC=CC=2)(C2C=CC=CC=2)C2C=CC=CC=2)([P](C2C=CC=CC=2)(C2C=CC=CC=2)C2C=CC=CC=2)[P](C2C=CC=CC=2)(C2C=CC=CC=2)C2C=CC=CC=2)(C2C=CC=CC=2)C2C=CC=CC=2)=CC=1.C1COCC1>[C:42]([C:34]1[CH:33]=[C:32]([C:7]2[CH:8]=[CH:9][C:10](/[CH:13]=[CH:14]/[CH2:15][OH:16])=[CH:11][CH:12]=2)[CH:37]=[C:36]([C:38]([CH3:41])([CH3:40])[CH3:39])[CH:35]=1)([CH3:45])([CH3:44])[CH3:43] |f:4.5.6,7.8,^1:80,82,101,120|. Procedure details: tert-Butyllithium (1.7M in pentane, 3.5 ml, 6.0 mmol) was added dropwise, at −78° C. to a stirred THF (10 ml) solution of (E)-[3-(4-bromo-phenyl)-allyloxy]-tert-butyldimethylsilane (982 mg, 3.0 mmol) and the resulting solution stirred for 45 min. Trimethylborate (0.51 ml, 4.50 mmol) was added, the solution allowed to warm to room temperature over 2h, and the solvents evaporated to give the crude boronate ester as a yellow gum, which was dissolved in DME (10 ml). Tetrakis(triphenylphosphine)palla... Reactants: C1(=CC=CC=C1)C(N1CCN(CC1)CCCN1C(NC2=C1C=CC=C2)=O)C2=CC=CC=C2 (1-{3-[4-(diphenylmethyl)-1-piperazinyl]propyl}-1,3-dihydro-2H-benzimidazol-2-one), C (charcoal). Run in CC(C)O (2-propanol). Product: 21.49, O.C1(=CC=CC=C1)C(N1CCN(CC1)CCCN1C(NC2=C1C=CC=C2)=O)C2=CC=CC=C2 (1{3-[4-(diphenylmethyl)-1-piperazinyl]propyl}-1,3-dihydro-2H-benzimidazol-2-one hydrate). Reaction SMILES: [C:1]1([CH:7]([C:27]2[CH:32]=[CH:31][CH:30]=[CH:29][CH:28]=2)[N:8]2[CH2:13][CH2:12][N:11]([CH2:14][CH2:15][CH2:16][N:17]3[C:21]4[CH:22]=[CH:23][CH:24]=[CH:25][C:20]=4[NH:19][C:18]3=[O:26])[CH2:10][CH2:9]2)[CH:6]=[CH:5][CH:4]=[CH:3][CH:2]=1.C>CC(O)C>[OH2:26].[C:27]1([CH:7]([C:1]2[CH:6]=[CH:5][CH:4]=[CH:3][CH:2]=2)[N:8]2[CH2:13][CH2:12][N:11]([CH2:14][CH2:15][CH2:16][N:17]3[C:21]4[CH:22]=[CH:23][CH:24]=[CH:25][C:20]=4[NH:19][C:18]3=[O:26])[CH2:10][CH2:9]2)[CH:28]=[CH:29][CH:30]=[CH:31][CH:32]=1 |f:3.4|. Procedure: 50 Parts of 1-{3-[4-(diphenylmethyl)-1-piperazinyl]propyl}-1,3-dihydro-2H-benzimidazol-2-one are dissolved in 200 of 2-propanol while stirring and heating. The solution is stirred with 2.5 parts of activated charcoal. The latter is filtered off and upon cooling to room temperature, the product is crystallized. It is filtered off and converted into the hydrochloride salt in 2-propanol. The salt is filtered off, washed twice with 2-propanol and dried overnight in vacuo at 60° C. It is dissolved in... Reactants: ester, COC(C1=C(C=CC(=C1)C=1SC=C(N1)C1=CC(=C(C=C1)Cl)Cl)Br)=O (2-bromo-5-[4-(3,4-dichloro-phenyl)-thiazol-2-yl]-benzoic acid methyl ester), COC(C1=C(C=CC(=C1)C=1SC=C(N1)C1=CC(=C(C=C1)Cl)Cl)Br)=O (2-bromo-5-[4-(3,4-dichloro-phenyl)-thiazol-2-yl]-benzoic acid methyl ester), CC1=C(C=CC(=C1)C#N)B(O)O (2-methyl-4-cyanophenylboronic acid). The product is C(#N)C1=CC(=C(C=C1)C=1C(=CC(=CC1)C=1SC=C(N1)C1=CC(=C(C=C1)Cl)Cl)C(=O)O)C (4′-cyano-4-[4-(3,4-dichloro-phenyl)-thiazol-2-yl]-2′-methyl-biphenyl-2-carboxylic acid). Yield: 14.0%. Reaction SMILES: C[O:2][C:3](=[O:24])[C:4]1[CH:9]=[C:8]([C:10]2[S:11][CH:12]=[C:13]([C:15]3[CH:20]=[CH:19][C:18]([Cl:21])=[C:17]([Cl:22])[CH:16]=3)[N:14]=2)[CH:7]=[CH:6][C:5]=1Br.[CH3:25][C:26]1[CH:31]=[C:30]([C:32]#[N:33])[CH:29]=[CH:28][C:27]=1B(O)O>>[C:32]([C:30]1[CH:29]=[CH:28][C:27]([C:5]2[C:4]([C:3]([OH:2])=[O:24])=[CH:9][C:8]([C:10]3[S:11][CH:12]=[C:13]([C:15]4[CH:20]=[CH:19][C:18]([Cl:21])=[C:17]([Cl:22])[CH:16]=4)[N:14]=3)=[CH:7][CH:6]=2)=[C:26]([CH3:25])[CH:31]=1)#[N:33]. Procedure: Using the conditions of General Procedure B for Suzuki Coupling and Hydrolysis in Parallel Mode, 2-bromo-5-[4-(3,4-dichloro-phenyl)-thiazol-2-yl]-benzoic acid methyl ester (which may be prepared as described for Intermediate 6; 89 mg, 0.2 mmol) was reacted with and 2-methyl-4-cyanophenylboronic acid (available from Aldrich Chemical Company, Inc.; 64 mg, 0.4 mmol). The resulting ester was hydrolyzed and the acid was purified to give 4′-cyano-4-[4-(3,4-dichloro-phenyl)-thiazol-2-yl]-2′-methyl-biph... The reactants are FC=1C(NC(NC1)=O)=O (5-fluorouracil), NCC(=O)O (glycin), O1CCC=C1 (2,3-dihydrofuran). Run in CN(C=O)C (dimethylformamide). Run at temperature 145 celsius. Product: O1C(CCC1)N1C(=O)NC(=O)C(=C1)F (1-(2-tetrahydrofuryl)-5-fluorouracil). As a reaction SMILES: [F:1][C:2]1[C:3](=[O:9])[NH:4][C:5](=[O:8])[NH:6][CH:7]=1.NCC(O)=O.[O:15]1[CH:19]=[CH:18][CH2:17][CH2:16]1>CN(C)C=O>[O:15]1[CH2:19][CH2:18][CH2:17][CH:16]1[N:6]1[CH:7]=[C:2]([F:1])[C:3](=[O:9])[NH:4][C:5]1=[O:8]. Reported procedure: In 20 ml of dimethylformamide were dissolved 1.3 g of 5-fluorouracil and 0.75 g of glycin. 2.8 Grams of 2,3-dihydrofuran in several portions were added in 8 hours to the solution while heating it at 145° C. The mixture was then reacted for 5 hours at the same temperature. After completion of the reaction, the reaction liquid was treated in the same manner as described in Example 16. 0.9 g of 1-(2-tetrahydrofuryl)-5-fluorouracil was obtained and 1.0 g of 5-fluorouracil containing 0.75 g of glycin...